This data is from the Open Reaction Database (ORD), a public repository of structured organic reaction records. The task is: describe an organic reaction: reactants, conditions, products, and yield Reactants: Cl.FCC(=N)N (2-fluoroacetamidine hydrochloride), C[O-].[Na+] (sodium methoxide), C(CC(=O)OCC)(=O)OCC (diethyl malonate). Run in CO (methanol). Run at time 30 minute. Yields the product FCC1=NC(=CC(=N1)O)O (2-fluoromethyl-4,6-dihydroxypyrimidine). Reaction SMILES: C[O-].[Na+].Cl.[F:5][CH2:6][C:7]([NH2:9])=[NH:8].[C:10](OCC)(=[O:17])[CH2:11][C:12](OCC)=[O:13]>CO>[F:5][CH2:6][C:7]1[N:9]=[C:12]([OH:13])[CH:11]=[C:10]([OH:17])[N:8]=1 |f:0.1,2.3|. Reported procedure: A solution of fluoroacetonitrile (11 g) in ethanol (10.9 mL)-diethyl ether (186 mL) was bubbled with hydrogen chloride under ice-cooling until the solution was saturated with hydrogen chloride with stirring, and the mixture was stirred at the same temperature for 4 hours. The precipitated crystals were collected by filtration. The collected crystals were washed with diethyl ether, and dried under reduced pressure to give ethyl 2-fluoroacetimidate hydrochloride (24.9 g). This material was suspend... Reactants: OC(C=C[C@H]1[C@@H](C(CC1)=O)C\C=C/CCCC(=O)OC)CCCCC (methyl trans,cis-7-[2-(3-hydroxy-1-octenyl)-5-oxocyclopentyl]-5-heptenoate), C(C)(=O)OC(C)=O (acetic anhydride). Run in ice water, N1=CC=CC=C1 (pyridine). Yields the product C(C)(=O)OC(C=C[C@H]1[C@@H](C(CC1)=O)C\C=C/CCCC(=O)OC)CCCCC (Methyl trans,cis-7-[2-(3-acetoxy-1-octenyl)-5-oxocyclopentyl]-5-heptenoate). As a reaction SMILES: [OH:1][CH:2]([CH2:21][CH2:22][CH2:23][CH2:24][CH3:25])[CH:3]=[CH:4][C@@H:5]1[CH2:9][CH2:8][C:7](=[O:10])[C@H:6]1[CH2:11]/[CH:12]=[CH:13]\[CH2:14][CH2:15][CH2:16][C:17]([O:19][CH3:20])=[O:18].[C:26](OC(=O)C)(=[O:28])[CH3:27]>N1C=CC=CC=1>[C:26]([O:1][CH:2]([CH2:21][CH2:22][CH2:23][CH2:24][CH3:25])[CH:3]=[CH:4][C@@H:5]1[CH2:9][CH2:8][C:7](=[O:10])[C@H:6]1[CH2:11]/[CH:12]=[CH:13]\[CH2:14][CH2:15][CH2:16][C:17]([O:19][CH3:20])=[O:18])(=[O:28])[CH3:27]. Procedure: A solution of the compound of formula I, methyl trans,cis-7-[2-(3-hydroxy-1-octenyl)-5-oxocyclopentyl]-5-heptenoate (5 g), described in Example 161, in 50 ml of pyridine and 50 ml of acetic anhydride is stirred at room temperature for 4 hr. The solution is diluted with ice-water and extracted with ether. The ether is washed with 10% H2SO4, water 10% Na2CO3 and water, dried (Na2SO4) and evaporated to give the title compound. The reactants are O[Li].O (LiOH.H2O), ClC1=C(OCCC(=O)OCC)C=CC(=C1)OC (Ethyl 3-(2-chloro-4-methoxyphenoxy)propionate). Solvent: O (water), C1CCOC1 (THF). Run at time 8 hour. The product is ClC1=C(OCCC(=O)O)C=CC(=C1)OC (3-(2-Chloro-4-methoxyphenoxy)propionic Acid). Isolated yield 53.5%. As a reaction SMILES: O[Li].O.[Cl:4][C:5]1[CH:18]=[C:17]([O:19][CH3:20])[CH:16]=[CH:15][C:6]=1[O:7][CH2:8][CH2:9][C:10]([O:12]CC)=[O:11]>O.C1COCC1>[Cl:4][C:5]1[CH:18]=[C:17]([O:19][CH3:20])[CH:16]=[CH:15][C:6]=1[O:7][CH2:8][CH2:9][C:10]([OH:12])=[O:11] |f:0.1|. Reported procedure: A solution of LiOH.H2O (0.67 g; 16 mmol) in water (20 mL) was added to a solution of ethyl 3-(2-chloro-4-methoxyphenoxy)propionate (1.90 g; 7.3 mmol; from step (i) above) in THF (10 mL). The reaction mixture was stirred at RT overnight, THF was evaporated and the water phase was washed with ether. The resultant solution was acidified with HCl (2M) and extracted with ether. The organic layer was dried (Na2SO4) and evaporated yielding 0.90 g (54%) of the sub-title compound. The reactants are Brc1ccc2c(c1)C=NCCN2, O=C([O-])[O-], [K+], [K+], CN(C)C=O, O, OB(O)c1ccncc1. Product: C1=NCCNc2ccc(-c3ccncc3)cc21. As a reaction SMILES: [Br:1][c:2]1[cH:3][cH:4][c:5]2[c:6]([cH:12]1)[CH:7]=[N:8][CH2:9][CH2:10][NH:11]2.[C:22](=[O:23])([O-:24])[O-:25].[K+:26].[K+:27].[O:28]=[CH:29][N:30]([CH3:31])[CH3:32].[OH2:33].[n:13]1[cH:14][cH:15][c:16]([B:19]([OH:20])[OH:21])[cH:17][cH:18]1>>[c:2]1(-[c:16]2[cH:15][cH:14][n:13][cH:18][cH:17]2)[cH:3][cH:4][c:5]2[c:6]([cH:12]1)[CH:7]=[N:8][CH2:9][CH2:10][NH:11]2. The reactants are CCC(CO[Si](c1ccccc1)(c1ccccc1)C(C)(C)C)N1C(=O)C(OC)CC(c2cccc(Cl)c2)C1c1ccc(Cl)cc1, C=CCBr, C1CCOC1. Yields the product C=CCC1(OC)CC(c2cccc(Cl)c2)C(c2ccc(Cl)cc2)N(C(CC)CO[Si](c2ccccc2)(c2ccccc2)C(C)(C)C)C1=O. Reaction SMILES: [C:1]([CH3:2])([CH3:3])([CH3:4])[Si:5]([O:6][CH2:7][CH:8]([CH2:9][CH3:10])[N:11]1[C:12](=[O:33])[CH:13]([O:31][CH3:32])[CH2:14][CH:15]([c:24]2[cH:25][c:26]([Cl:30])[cH:27][cH:28][cH:29]2)[CH:16]1[c:17]1[cH:18][cH:19][c:20]([Cl:23])[cH:21][cH:22]1)([c:34]1[cH:35][cH:36][cH:37][cH:38][cH:39]1)[c:40]1[cH:41][cH:42][cH:43][cH:44][cH:45]1.[CH2:46]([CH:47]=[CH2:48])[Br:49].[CH2:50]1[O:51][CH2:52][CH2:53][CH2:54]1>>[C:1]([CH3:2])([CH3:3])([CH3:4])[Si:5]([O:6][CH2:7][CH:8]([CH2:9][CH3:10])[N:11]1[C:12](=[O:33])[C:13]([O:31][CH3:32])([CH2:48][CH:47]=[CH2:46])[CH2:14][CH:15]([c:24]2[cH:25][c:26]([Cl:30])[cH:27][cH:28][cH:29]2)[CH:16]1[c:17]1[cH:18][cH:19][c:20]([Cl:23])[cH:21][cH:22]1)([c:34]1[cH:35][cH:36][cH:37][cH:38][cH:39]1)[c:40]1[cH:41][cH:42][cH:43][cH:44][cH:45]1. The reactants are CC(=O)OC(C)=O, CCOC(C)=O, CCCCCC(O)CCC1SCC(=O)N1CCCCCCC(=O)O. Product: CCCCCC(CCC1SCC(=O)N1CCCCCCC(=O)O)OC(C)=O. Reaction SMILES: [CH3:25][C:26](=[O:27])[O:28][C:29](=[O:30])[CH3:31].[CH3:32][CH2:33][O:34][C:35](=[O:36])[CH3:37].[OH:1][CH:2]([CH2:3][CH2:4][CH:5]1[S:6][CH2:7][C:8](=[O:19])[N:9]1[CH2:10][CH2:11][CH2:12][CH2:13][CH2:14][CH2:15][C:16](=[O:17])[OH:18])[CH2:20][CH2:21][CH2:22][CH2:23][CH3:24]>>[O:1]([CH:2]([CH2:3][CH2:4][CH:5]1[S:6][CH2:7][C:8](=[O:19])[N:9]1[CH2:10][CH2:11][CH2:12][CH2:13][CH2:14][CH2:15][C:16](=[O:17])[OH:18])[CH2:20][CH2:21][CH2:22][CH2:23][CH3:24])[C:26]([CH3:25])=[O:27].